Dataset: the Open Reaction Database (ORD), a public repository of structured organic reaction records. Task: describe an organic reaction: reactants, conditions, products, and yield The reactants are S1C=CC2=C1C(=CC=C2)C2=CC=1C(=C(N=CC1)N)O2 (2-(1-benzothiophen-7-yl)furo[2,3-c]pyridin-7-amine), IC1=C2C(=C(N=C1)N)OC(=C2)C2=C1C=CN=CC1=CC=C2 (4-iodo-2-(isoquinolin-5-yl)furo[2,3-c]pyridin-7-amine). Yields the product S1C=CC2=C1C(=CC=C2)C2=CC=1C(=C(N=CC1I)N)O2 (2-(1-benzothiophen-7-yl)-4-iodofuro[2,3-c]pyridin-7-amine). Yield: 51.0%. As a reaction SMILES: [S:1]1[C:5]2[C:6]([C:10]3[O:19][C:13]4=[C:14]([NH2:18])[N:15]=[CH:16][CH:17]=[C:12]4[CH:11]=3)=[CH:7][CH:8]=[CH:9][C:4]=2[CH:3]=[CH:2]1.[I:20]C1C=NC(N)=C2OC(C3C=CC=C4C=3C=CN=C4)=CC=12>>[S:1]1[C:5]2[C:6]([C:10]3[O:19][C:13]4=[C:14]([NH2:18])[N:15]=[CH:16][C:17]([I:20])=[C:12]4[CH:11]=3)=[CH:7][CH:8]=[CH:9][C:4]=2[CH:3]=[CH:2]1. Reported procedure: The title compound was prepared in 51% yield from 2-(1-benzothiophen-7-yl)furo[2,3-c]pyridin-7-amine by a procedure analogous to Intermediate 10, Step B. 1H NMR (300 MHz, DMSO-d6) δ 8.20 (d, J=7.5 Hz, 1H), 8.01 (d, J=7.6 Hz, 1H), 7.95 (d, J=1.5 Hz, 2H), 7.64-7.58 (m, 2H). 7.18 (s, 1H). 6.67 (br s, 2H). The reactants are COc1ccccc1COCCCOc1ccc(C2CCN(C(=O)OCc3ccccc3)CC2OCc2cc3ccccc3n2S(C)(=O)=O)cc1, CCCC[N+](CCCC)(CCCC)CCCC, [F-], C1CCOC1. Product: COc1ccccc1COCCCOc1ccc(C2CCN(C(=O)OCc3ccccc3)CC2OCc2cc3ccccc3[nH]2)cc1. Reaction SMILES: [CH3:1][S:2](=[O:3])(=[O:4])[n:5]1[c:6]([CH2:14][O:15][CH:16]2[CH2:17][N:18]([C:42](=[O:43])[O:44][CH2:45][c:46]3[cH:47][cH:48][cH:49][cH:50][cH:51]3)[CH2:19][CH2:20][CH:21]2[c:22]2[cH:23][cH:24][c:25]([O:28][CH2:29][CH2:30][CH2:31][O:32][CH2:33][c:34]3[c:35]([O:40][CH3:41])[cH:36][cH:37][cH:38][cH:39]3)[cH:26][cH:27]2)[cH:7][c:8]2[cH:9][cH:10][cH:11][cH:12][c:13]12.[CH3:53][CH2:54][CH2:55][CH2:56][N+:57]([CH2:58][CH2:59][CH2:60][CH3:61])([CH2:62][CH2:63][CH2:64][CH3:65])[CH2:66][CH2:67][CH2:68][CH3:69].[F-:52].[O:70]1[CH2:71][CH2:72][CH2:73][CH2:74]1>>[nH:5]1[c:6]([CH2:14][O:15][CH:16]2[CH2:17][N:18]([C:42](=[O:43])[O:44][CH2:45][c:46]3[cH:47][cH:48][cH:49][cH:50][cH:51]3)[CH2:19][CH2:20][CH:21]2[c:22]2[cH:23][cH:24][c:25]([O:28][CH2:29][CH2:30][CH2:31][O:32][CH2:33][c:34]3[c:35]([O:40][CH3:41])[cH:36][cH:37][cH:38][cH:39]3)[cH:26][cH:27]2)[cH:7][c:8]2[cH:9][cH:10][cH:11][cH:12][c:13]12. The reactants are COC(=O)[C@@H]1CSCC2=C(C(OCCCC(N1)=S)=O)C(=C(C=C2O)OC)C ((R)-15-hydroxy-13-methoxy-12-methyl-11-oxo-6-thioxo-3,4,5,6,7,8,9,11-octahydro-1H-10,2,5-benzoxathiaazacyclo-tridecine-4-carboxylic acid methyl ester). Solvent: CO (methanol), C(C=C)N (allylamine). Reaction conditions: temperature 50 celsius. Yields the product C(C=C)NC(=O)[C@@H]1CSCC2=C(C(OCCCC(N1)=S)=O)C(=C(C=C2O)OC)C ((R)-15-hydroxy-13-methoxy-12-methyl-11-oxo-6-thioxo-3,4,5,6,7,8,9,11-octahydro-1H-10,2,5-benzoxathiaazacyclotridecine-4-carboxylic acid allylamide). The yield is 147.5%. RXN SMILES: C[O:2][C:3]([C@H:5]1[NH:17][C:16](=[S:18])[CH2:15][CH2:14][CH2:13][O:12][C:11](=[O:19])[C:10]2[C:20]([CH3:27])=[C:21]([O:25][CH3:26])[CH:22]=[C:23]([OH:24])[C:9]=2[CH2:8][S:7][CH2:6]1)=O>CO.C(N)C=C>[CH2:16]([NH:17][C:3]([C@H:5]1[NH:17][C:16](=[S:18])[CH2:15][CH2:14][CH2:13][O:12][C:11](=[O:19])[C:10]2[C:20]([CH3:27])=[C:21]([O:25][CH3:26])[CH:22]=[C:23]([OH:24])[C:9]=2[CH2:8][S:7][CH2:6]1)=[O:2])[CH:15]=[CH2:14]. Reported procedure: A solution of 124 mg of (R)-15-hydroxy-13-methoxy-12-methyl-11-oxo-6-thioxo-3,4,5,6,7,8,9,11-octahydro-1H-10,2,5-benzoxathiaazacyclo-tridecine-4-carboxylic acid methyl ester in a mixture of 1.5 ml of methanol and 1.5 ml of allylamine was heated to 50° C. for 2.5 h. The solution was evaporated in vacuo. The residue was chromatographed on silica gel using ethyl acetate/hexane (2:1, v/v) as eluent, and the purified product was crystallized from ethyl acetate/hexane to afford 97 mg of (R)-15-hydroxy... Reactants: COC1=CC(=C(C(=O)N)C=C1OC)[N+](=O)[O-] (4,5-dimethoxy-2-nitrobenzamide), [H][H] (hydrogen). Reagents/catalysts: [Pd] (Pd/C). Solvent: COCCOC.CO (DME MeOH). Conditions: time 16 hour. Product: NC1=C(C(=O)N)C=C(C(=C1)OC)OC (2-amino-4,5-dimethoxybenzamide). As a reaction SMILES: [CH3:1][O:2][C:3]1[C:11]([O:12][CH3:13])=[CH:10][C:6]([C:7]([NH2:9])=[O:8])=[C:5]([N+:14]([O-])=O)[CH:4]=1.[H][H]>[Pd].COCCOC.CO>[NH2:14][C:5]1[CH:4]=[C:3]([O:2][CH3:1])[C:11]([O:12][CH3:13])=[CH:10][C:6]=1[C:7]([NH2:9])=[O:8] |f:3.4|. Procedure: A suspension of 4,5-dimethoxy-2-nitrobenzamide (5.8 g, 25.6 mmol) in a 1:1 mixture of DME/MeOH (total volume 200 ml) and 10% Pd/C (0.7 g) was hydrogenated at RT using a balloon filled with hydrogen gas. The reaction was stirred for 16 h and the reaction mixture filtered through Celite®. The pad of Celite® was washed with a 1:1 mixture of MeOH/CH2Cl2 (200 mL). The filtrate was then concentrated in vacuo and dried under high vacuum overnight to give 2-amino-4,5-dimethoxybenzamide. (5.0 g, 25.5 mmo... Starting materials: CC#N, CN=C=S, C1CCOC1, Nc1ccncc1N. The product is CNC(=S)Nc1ccncc1N. As a reaction SMILES: [CH3:18][C:19]#[N:20].[N:9](=[C:10]=[S:11])[CH3:12].[O:13]1[CH2:14][CH2:15][CH2:16][CH2:17]1.[n:1]1[cH:2][c:3]([NH2:8])[c:4]([NH2:7])[cH:5][cH:6]1>>[n:1]1[cH:2][c:3]([NH2:8])[c:4]([NH:7][C:10]([NH:9][CH3:12])=[S:11])[cH:5][cH:6]1. Reactants: CN1CC2=C(NC=3C=CC(=CC23)C)CC1 (2,3,4,5-tetrahydro-2,8-dimethyl-1H-pyrido[4,3-b]indole), C1(CC1)C1=NC=C(C=C1)C=C (2-cyclopropyl-5-vinylpyridine), [OH-].[K+] (KOH). The solvent is CN1CCCC1=O (NMP). The product is C1(CC1)C1=CC=C(C=N1)CCN1C2=C(C=3C=C(C=CC13)C)CN(CC2)C (5-(2-(6-cyclopropylpyridin-3-yl)ethyl)-2,3,4,5-tetrahydro-2,8-dimethyl-1H-pyrido[4,3-b]indole). RXN SMILES: [CH3:1][N:2]1[CH2:15][CH2:14][C:5]2[NH:6][C:7]3[CH:8]=[CH:9][C:10]([CH3:13])=[CH:11][C:12]=3[C:4]=2[CH2:3]1.[CH:16]1([C:19]2[CH:24]=[CH:23][C:22]([CH:25]=[CH2:26])=[CH:21][N:20]=2)[CH2:18][CH2:17]1.[OH-].[K+]>CN1C(=O)CCC1>[CH:16]1([C:19]2[N:20]=[CH:21][C:22]([CH2:25][CH2:26][N:6]3[C:7]4[CH:8]=[CH:9][C:10]([CH3:13])=[CH:11][C:12]=4[C:4]4[CH2:3][N:2]([CH3:1])[CH2:15][CH2:14][C:5]3=4)=[CH:23][CH:24]=2)[CH2:18][CH2:17]1 |f:2.3|. Reported procedure: The title compound is prepared from a mixture of 2,3,4,5-tetrahydro-2,8-dimethyl-1H-pyrido[4,3-b]indole, 2-cyclopropyl-5-vinylpyridine and KOH (5-7 equiv) in NMP at a temperature ranging between 25 deg C. to 100 deg C. The product obtained is isolated by preparative HPLC. Starting materials: O=C1OCc2c1cnc1ccccc21, CCCCCC, Nc1ccccc1. Product: O=C1c2cnc3ccccc3c2CN1c1ccccc1. RXN SMILES: [CH2:1]1[O:2][C:3](=[O:14])[c:4]2[cH:5][n:6][c:7]3[cH:8][cH:9][cH:10][cH:11][c:12]3[c:13]21.[CH3:22][CH2:23][CH2:24][CH2:25][CH2:26][CH3:27].[NH2:15][c:16]1[cH:17][cH:18][cH:19][cH:20][cH:21]1>>[CH2:1]1[c:13]2[c:4]([cH:5][n:6][c:7]3[cH:8][cH:9][cH:10][cH:11][c:12]32)[C:3](=[O:14])[N:15]1[c:16]1[cH:17][cH:18][cH:19][cH:20][cH:21]1. The reactants are O=C(Cl)c1ccccc1, N#Cc1cc(Cl)c2c(c1)CC(NS(=O)(=O)c1ccccc1)CN2, ClCCl, c1ccncc1. The product is N#Cc1cc(Cl)c2c(c1)CC(NS(=O)(=O)c1ccccc1)CN2C(=O)c1ccccc1. RXN SMILES: [C:24]([c:25]1[cH:26][cH:27][cH:28][cH:29][cH:30]1)(=[O:31])[Cl:32].[Cl:1][c:2]1[cH:3][c:4]([C:22]#[N:23])[cH:5][c:6]2[c:11]1[NH:10][CH2:9][CH:8]([NH:12][S:13](=[O:14])(=[O:15])[c:16]1[cH:17][cH:18][cH:19][cH:20][cH:21]1)[CH2:7]2.[Cl:39][CH2:40][Cl:41].[cH:33]1[cH:34][cH:35][n:36][cH:37][cH:38]1>>[Cl:1][c:2]1[cH:3][c:4]([C:22]#[N:23])[cH:5][c:6]2[c:11]1[N:10]([C:24]([c:25]1[cH:26][cH:27][cH:28][cH:29][cH:30]1)=[O:31])[CH2:9][CH:8]([NH:12][S:13](=[O:14])(=[O:15])[c:16]1[cH:17][cH:18][cH:19][cH:20][cH:21]1)[CH2:7]2. Reactants: C(C)(C)(C)C1=CC(=C(C=N1)C=1N([C@]([C@](N1)(C)C1=CC=C(C=C1)Cl)(C)C1=CC=C(C=C1)Cl)C(=O)N1CCC(CC1)CC(=O)O)OCC ({1-[(4S,5R)-2-(6-tert-butyl-4-ethoxy-pyridin-3-yl)-4,5-bis-(4-chloro-phenyl)-4,5-dimethyl-4,5-dihydro-imidazole-1-carbonyl]-piperidin-4-yl}-acetic acid), NC(CC)CC (3-aminopentane). Product: C(C)(C)(C)C1=CC(=C(C=N1)C=1N([C@]([C@](N1)(C)C1=CC=C(C=C1)Cl)(C)C1=CC=C(C=C1)Cl)C(=O)N1CCC(CC1)CC(=O)NC(CC)CC)OCC (2-{1-[(4S,5R)-2-(6-tert-Butyl-4-ethoxy-pyridin-3-yl)-4,5-bis-(4-chloro-phenyl)-4,5-dimethyl-4,5-dihydro-imidazole-1-carbonyl]-piperidin-4-yl}-N-(1-ethyl-propyl)-acetamide). Reaction SMILES: [C:1]([C:5]1[N:10]=[CH:9][C:8]([C:11]2[N:12]([C:32]([N:34]3[CH2:39][CH2:38][CH:37]([CH2:40][C:41]([OH:43])=O)[CH2:36][CH2:35]3)=[O:33])[C@@:13]([C:25]3[CH:30]=[CH:29][C:28]([Cl:31])=[CH:27][CH:26]=3)([CH3:24])[C@@:14]([C:17]3[CH:22]=[CH:21][C:20]([Cl:23])=[CH:19][CH:18]=3)([CH3:16])[N:15]=2)=[C:7]([O:44][CH2:45][CH3:46])[CH:6]=1)([CH3:4])([CH3:3])[CH3:2].[NH2:47][CH:48]([CH2:51][CH3:52])[CH2:49][CH3:50]>>[C:1]([C:5]1[N:10]=[CH:9][C:8]([C:11]2[N:12]([C:32]([N:34]3[CH2:39][CH2:38][CH:37]([CH2:40][C:41]([NH:47][CH:48]([CH2:51][CH3:52])[CH2:49][CH3:50])=[O:43])[CH2:36][CH2:35]3)=[O:33])[C@@:13]([C:25]3[CH:26]=[CH:27][C:28]([Cl:31])=[CH:29][CH:30]=3)([CH3:24])[C@@:14]([C:17]3[CH:22]=[CH:21][C:20]([Cl:23])=[CH:19][CH:18]=3)([CH3:16])[N:15]=2)=[C:7]([O:44][CH2:45][CH3:46])[CH:6]=1)([CH3:3])([CH3:2])[CH3:4]. Reported procedure: In a manner analogous to the method described in example 163, {1-[(4S,5R)-2-(6-tert-butyl-4-ethoxy-pyridin-3-yl)-4,5-bis-(4-chloro-phenyl)-4,5-dimethyl-4,5-dihydro-imidazole-1-carbonyl]-piperidin-4-yl}-acetic acid was reacted with 3-aminopentane (Alfa) to give the title product. LC-MS (ES+) 734 [(M+H)+]. Reactants: O=C(OC(C)(C)C)N(C=1C=CC=CC1)C. Reagents/catalysts: O=C1C=CC=2C=CC=C(C3=CN=C(C=C3)C=4N=CC=CC4)C2N1, O1B(OC(C)(C)C1(C)C)B2OC(C)(C)C(O2)(C)C, C[OH2+].C[OH2+].C1CC=CCCC=C1.C1CC=CCCC=C1.[Ir].[Ir], [K].OC(C)(C)C. Solvent: O1CCCC1. Reaction conditions: temperature 80 celsius, time 12 hour. The product is O=C(OC(C)(C)C)N(C=1C=CC=C(C1)B2OC(C)(C)C(O2)(C)C)C. Yield: 91.0%. Procedure: In an argon filled glove box, a 5.0 mL wheaton microreactor was charged with [Ir(cod)(OMe)]2 (1.98 mg, 1.5 mol%), L1 ligand (2.19 mg, 3.5 mol%), B2pin2 (50.8 mg, 1.0 equiv.), KOtBu (1.0 mg, 4.5 mol%), and dry THF (1.0 mL). The reaction mixture was stirred for 2 minutes at room temperature. To this mixture, tert-butyl methyl(phenyl)carbamate (41.4 mg, 0.2 mmol) was added. The microreactor was capped with a teflon pressure cap and placed into pre-heated aluminum block at 80 oC. The reaction mixtur...